From a dataset of the Open Reaction Database (ORD), a public repository of structured organic reaction records. describe an organic reaction: reactants, conditions, products, and yield The reactants are COc1ccc2c(c1)C1(NC(=O)NC1=O)C(=O)N2Cc1ccc(Cl)c(Cl)c1, Cl, O, c1ccncc1. The product is O=C1NC(=O)C2(N1)C(=O)N(Cc1ccc(Cl)c(Cl)c1)c1ccc(O)cc12. Reaction SMILES: [Cl:8][c:9]1[cH:10][c:11]([CH2:12][N:13]2[C:14](=[O:30])[C:15]3([NH:16][C:17](=[O:21])[NH:18][C:19]3=[O:20])[c:22]3[cH:23][c:24]([O:28][CH3:29])[cH:25][cH:26][c:27]32)[cH:31][cH:32][c:33]1[Cl:34].[ClH:7].[OH2:35].[cH:1]1[cH:2][cH:3][n:4][cH:5][cH:6]1>>[Cl:8][c:9]1[cH:10][c:11]([CH2:12][N:13]2[C:14](=[O:30])[C:15]3([NH:16][C:17](=[O:21])[NH:18][C:19]3=[O:20])[c:22]3[cH:23][c:24]([OH:28])[cH:25][cH:26][c:27]32)[cH:31][cH:32][c:33]1[Cl:34]. Starting materials: Cl (hydrochloric acid), C(=O)NC=1SC=C(N1)C(C(=O)NC1[C@@H]2N(C(=C(CS2)CS\C=C/C=2C=NC=CC2)C(=O)OC(C2=CC=CC=C2)C2=CC=CC=C2)C1=O)=NOCC=C (benzhydryl 7-[2-(2-formamidothiazol-4-yl)-2-allyloxyiminoacetamido]-3-[(Z)-2-(3-pyridyl)vinylthiomethyl]-3-cephem-4-carboxylate), C([O-])(O)=O.[Na+] (sodium bicarbonate). Solvent: C(C)(=O)OCC (ethyl acetate), O1CCCC1 (tetrahydrofuran), O (water), CO (methanol). Reaction conditions: temperature 35 celsius, time 50 minute. Yields the product NC=1SC=C(N1)C(C(=O)NC1[C@@H]2N(C(=C(CS2)CS\C=C/C=2C=NC=CC2)C(=O)OC(C2=CC=CC=C2)C2=CC=CC=C2)C1=O)=NOCC=C (benzhydryl 7-[2-(2-aminothiazol-4-yl)-2-allyloxyiminoacetamido]-3-[(Z)-2-(3-pyridyl)vinylthiomethyl]-3-cephem-4-carboxylate). Isolated yield 95.0%. As a reaction SMILES: C([NH:3][C:4]1[S:5][CH:6]=[C:7]([C:9](=[N:48][O:49][CH2:50][CH:51]=[CH2:52])[C:10]([NH:12][CH:13]2[C:46](=[O:47])[N:15]3[C:16]([C:30]([O:32][CH:33]([C:40]4[CH:45]=[CH:44][CH:43]=[CH:42][CH:41]=4)[C:34]4[CH:39]=[CH:38][CH:37]=[CH:36][CH:35]=4)=[O:31])=[C:17]([CH2:20][S:21]/[CH:22]=[CH:23]\[C:24]4[CH:25]=[N:26][CH:27]=[CH:28][CH:29]=4)[CH2:18][S:19][C@H:14]23)=[O:11])[N:8]=1)=O.Cl.C(=O)(O)[O-].[Na+]>CO.C(OCC)(=O)C.O1CCCC1.O>[NH2:3][C:4]1[S:5][CH:6]=[C:7]([C:9](=[N:48][O:49][CH2:50][CH:51]=[CH2:52])[C:10]([NH:12][CH:13]2[C:46](=[O:47])[N:15]3[C:16]([C:30]([O:32][CH:33]([C:40]4[CH:45]=[CH:44][CH:43]=[CH:42][CH:41]=4)[C:34]4[CH:35]=[CH:36][CH:37]=[CH:38][CH:39]=4)=[O:31])=[C:17]([CH2:20][S:21]/[CH:22]=[CH:23]\[C:24]4[CH:25]=[N:26][CH:27]=[CH:28][CH:29]=4)[CH2:18][S:19][C@H:14]23)=[O:11])[N:8]=1 |f:2.3|. Procedure details: To a suspension of benzhydryl 7-[2-(2-formamidothiazol-4-yl)-2-allyloxyiminoacetamido]-3-[(Z)-2-(3-pyridyl)vinylthiomethyl]-3-cephem-4-carboxylate (syn isomer) (23.5 g) in methanol (950 ml) was added conc. hydrochloric acid (12.7 ml) at ambient temperature. The mixture was stirred for 50 minutes at 35° C. The mixture was concentrated in vacuo to give a residue, which was dissolved in a mixture of ethyl acetate, tetrahydrofuran and water. The mixture was adjusted to pH 7 with an aqueous solution ... The reactants are B, CC(C)(C)OC(=O)NC1CCN(C(=O)C(c2ccc(Cl)c(Cl)c2)C2(O)CCCCC2)CC1, C1CCOC1. Yields the product CC(C)(C)OC(=O)NC1CCN(CC(c2ccc(Cl)c(Cl)c2)C2(O)CCCCC2)CC1. Reaction SMILES: [BH3:33].[Cl:1][c:2]1[cH:3][c:4]([CH:9]([C:10](=[O:11])[N:12]2[CH2:13][CH2:14][CH:15]([NH:18][C:19]([O:20][C:21]([CH3:22])([CH3:23])[CH3:24])=[O:25])[CH2:16][CH2:17]2)[C:26]2([OH:32])[CH2:27][CH2:28][CH2:29][CH2:30][CH2:31]2)[cH:5][cH:6][c:7]1[Cl:8].[O:34]1[CH2:35][CH2:36][CH2:37][CH2:38]1>>[Cl:1][c:2]1[cH:3][c:4]([CH:9]([CH2:10][N:12]2[CH2:13][CH2:14][CH:15]([NH:18][C:19]([O:20][C:21]([CH3:22])([CH3:23])[CH3:24])=[O:25])[CH2:16][CH2:17]2)[C:26]2([OH:32])[CH2:27][CH2:28][CH2:29][CH2:30][CH2:31]2)[cH:5][cH:6][c:7]1[Cl:8].